describe an organic reaction: reactants, conditions, products, and yield From a dataset of the Open Reaction Database (ORD), a public repository of structured organic reaction records. Reactants: FC1=CC=C(C=C1)C1(OC1(C)C)OC ((4-fluorophenyl)-3,3-dimethyl-2-methoxyoxirane), N1CCOCC1 (morpholine). Conditions: temperature 130 celsius, time 26 hour. The product is FC1=CC=C(C=C1)C(C(C)(N1CCOCC1)C)=O (1-(4-Fluorophenyl)-2-methyl-2-morpholine-4-yl-propan-1-one). RXN SMILES: [F:1][C:2]1[CH:7]=[CH:6][C:5]([C:8]2([O:13]C)[C:10]([CH3:12])([CH3:11])O2)=[CH:4][CH:3]=1.[NH:15]1[CH2:20][CH2:19][O:18][CH2:17][CH2:16]1>>[F:1][C:2]1[CH:3]=[CH:4][C:5]([C:8](=[O:13])[C:10]([CH3:11])([N:15]2[CH2:20][CH2:19][O:18][CH2:17][CH2:16]2)[CH3:12])=[CH:6][CH:7]=1. Reported procedure: 69.3 g (0.35 mol) of (4-fluorophenyl)-3,3-dimethyl-2-methoxyoxirane and 200 ml of dry morpholine are mixed and heated to reflux temperature (about 130° C.). After 26 h, the unreacted excess morpholine is distilled off. The residue is taken up in toluene and washed with water and saturated sodium chloride solution successively. The toluene solution is dried with MgSO4 and is concentrated. The residue, 88.1 g, crystallizes from ethanol with a melting point of 63-66° C. Starting materials: COC1=CC=C(CN2N=NC(=C2C(C2=C(C=C(C(=C2)C)C)[N+](=O)[O-])=O)C(=O)OCC)C=C1 (ethyl 1-(4-methoxybenzyl)-5-(4,5-dimethyl-2-nitrobenzoyl)-1,2,3-triazole-4-carboxylate), [OH-].[Na+] (sodium hydroxide). The solvent is O1CCCC1 (tetrahydrofuran). The product is COC1=CC=C(CN2N=NC(=C2C(C2=C(C=C(C(=C2)C)C)[N+](=O)[O-])=O)C(=O)O)C=C1 (1-(4-methoxybenzyl)-5-(4,5-dimethyl-2-nitrobenzoyl)-1,2,3-triazole-4-carboxylic acid), oil. RXN SMILES: [CH3:1][O:2][C:3]1[CH:32]=[CH:31][C:6]([CH2:7][N:8]2[C:12]([C:13](=[O:25])[C:14]3[CH:19]=[C:18]([CH3:20])[C:17]([CH3:21])=[CH:16][C:15]=3[N+:22]([O-:24])=[O:23])=[C:11]([C:26]([O:28]CC)=[O:27])[N:10]=[N:9]2)=[CH:5][CH:4]=1.[OH-].[Na+]>O1CCCC1>[CH3:1][O:2][C:3]1[CH:4]=[CH:5][C:6]([CH2:7][N:8]2[C:12]([C:13](=[O:25])[C:14]3[CH:19]=[C:18]([CH3:20])[C:17]([CH3:21])=[CH:16][C:15]=3[N+:22]([O-:24])=[O:23])=[C:11]([C:26]([OH:28])=[O:27])[N:10]=[N:9]2)=[CH:31][CH:32]=1 |f:1.2|. Procedure details: In the same manner as above, a solution of ethyl 1-(4-methoxybenzyl)-5-(4,5-dimethyl-2-nitrobenzoyl)-1,2,3-triazole-4-carboxylate (b-2) (2.48 g, 5.66 mmole) in tetrahydrofuran (30 ml) was hydrolyzed with a 1N aqueous sodium hydroxide solution (11.3 ml) at room temperature for 3 hours to give 1-(4-methoxybenzyl)-5-(4,5-dimethyl-2-nitrobenzoyl)-1,2,3-triazole-4-carboxylic acid (c-2': MP) as a crude product of brownish oil (2.448 g). Starting materials: CC1CN(c2nnc(Cc3ccccc3)c3ccccc23)CCN1, N#Cc1ccc(Cl)nc1. Yields the product CC1CN(c2nnc(Cc3ccccc3)c3ccccc23)CCN1c1ccc(C#N)cn1. Reaction SMILES: [CH2:10]([c:11]1[cH:12][cH:13][cH:14][cH:15][cH:16]1)[c:17]1[n:18][n:19][c:20]([N:27]2[CH2:28][CH:29]([CH3:33])[NH:30][CH2:31][CH2:32]2)[c:21]2[cH:22][cH:23][cH:24][cH:25][c:26]12.[Cl:1][c:2]1[n:3][cH:4][c:5]([C:6]#[N:7])[cH:8][cH:9]1>>[c:2]1([N:30]2[CH:29]([CH3:33])[CH2:28][N:27]([c:20]3[n:19][n:18][c:17]([CH2:10][c:11]4[cH:12][cH:13][cH:14][cH:15][cH:16]4)[c:26]4[c:21]3[cH:22][cH:23][cH:24][cH:25]4)[CH2:32][CH2:31]2)[n:3][cH:4][c:5]([C:6]#[N:7])[cH:8][cH:9]1. Starting materials: ClC1=CC=C(OC(C(=O)OCC)(C(F)(F)F)C(F)(F)F)C=C1 (ethyl 2-(4-chlorophenoxy)-3,3,3-trifluoro-2-trifluoromethylpropionate), [OH-].[K+] (potassium hydroxide), CO (methanol). Solvent: O (water). Conditions: time 4 hour. Product: ClC1=CC=C(OC(C(=O)O)(C(F)(F)F)C(F)(F)F)C=C1 (2-(4-chlorophenoxy)-3,3,3-trifluoro-2-trifluoromethylpropionic acid). RXN SMILES: [Cl:1][C:2]1[CH:22]=[CH:21][C:5]([O:6][C:7]([C:17]([F:20])([F:19])[F:18])([C:13]([F:16])([F:15])[F:14])[C:8]([O:10]CC)=[O:9])=[CH:4][CH:3]=1.[OH-].[K+].CO>O>[Cl:1][C:2]1[CH:3]=[CH:4][C:5]([O:6][C:7]([C:13]([F:14])([F:15])[F:16])([C:17]([F:20])([F:19])[F:18])[C:8]([OH:10])=[O:9])=[CH:21][CH:22]=1 |f:1.2|. Procedure details: A mixture of ethyl 2-(4-chlorophenoxy)-3,3,3-trifluoro-2-trifluoromethylpropionate (14.6 g.), 4.5 N-aqueous potassium hydroxide (19.2 ml.) and methanol (35 ml.) is stirred at ambient temperature for 21/4 hours. The resulting solution is diluted with water and washed with ether. The aqueous phase is acidified with concentrated hydrochloric acid, and extracted with ether. The extract is washed with water, dried with sodium sulphate and evaporated. The residue is sublimed twice at 100° C. and 0.3 m...